Dataset: the Open Reaction Database (ORD), a public repository of structured organic reaction records. Task: describe an organic reaction: reactants, conditions, products, and yield Starting materials: C1(CC1)NC1=CC(=NC=2N1N=C(C2C=O)C)C (7-(cyclopropylamino)-2,5-dimethylpyrazolo[1,5-a]pyrimidine-3-carbaldehyde), S1C(NC(C1)=O)=O (thiazolidine-2,4-dione), N1CCCCC1 (piperidine). Run in CN(C)C=O (DMF). Run at time 8 hour. Yields the product C1(CC1)NC1=CC(=NC=2N1N=C(C2C=C2C(NC(S2)=O)=O)C)C (5-((7-(cyclopropylamino)-2,5-dimethylpyrazolo[1,5-a]pyrimidin-3-yl)methylene)thiazolidine-2,4-dione). RXN SMILES: [CH:1]1([NH:4][C:5]2[N:10]3[N:11]=[C:12]([CH3:16])[C:13]([CH:14]=O)=[C:9]3[N:8]=[C:7]([CH3:17])[CH:6]=2)[CH2:3][CH2:2]1.[S:18]1[CH2:22][C:21](=[O:23])[NH:20][C:19]1=[O:24].N1CCCCC1>CN(C=O)C>[CH:1]1([NH:4][C:5]2[N:10]3[N:11]=[C:12]([CH3:16])[C:13]([CH:14]=[C:22]4[S:18][C:19](=[O:24])[NH:20][C:21]4=[O:23])=[C:9]3[N:8]=[C:7]([CH3:17])[CH:6]=2)[CH2:3][CH2:2]1. Procedure: To 7-(cyclopropylamino)-2,5-dimethylpyrazolo[1,5-a]pyrimidine-3-carbaldehyde (0.25 mmol) in DMF was added thiazolidine-2,4-dione (88 mg, 0.75 mmol) and piperidine (25 μl, 0.25 mmol). The mixture was stirred at room temperature overnight. Mixture was prepared by HPLC to yield 5-((7-(cyclopropylamino)-2,5-dimethylpyrazolo[1,5-a]pyrimidin-3-yl)methylene)thiazolidine-2,4-dione. LCMS (M+1=330) Reactants: CSC (dimethylsulfide), [Cl-].[NH4+] (ammonium chloride), C1=C(C=CC2=CC=CC=C12)S/C=C/C(C)=O ((E)-4-(2-naphthylthio)-3-buten-2-one), C1(=CC=CC=C1)C1([C@H]2N(B(O1)C)CCC2)C2=CC=CC=C2 ((S)-3,3-diphenyl-1-methyltetrahydro-1H,3H-pyrrolo[1,2-c][1,3,2] oxazaborol). Solvent: C1(=CC=CC=C1)C (toluene), C1(=CC=CC=C1)C (toluene). Reaction conditions: time 2 hour. Yields the product C1=C(C=CC2=CC=CC=C12)S/C=C/[C@@H](C)O ((R,E)-4-(2-naphtylthio)-3-buten-2-ol). As a reaction SMILES: [CH:1]1[C:10]2[C:5](=[CH:6][CH:7]=[CH:8][CH:9]=2)[CH:4]=[CH:3][C:2]=1[S:11]/[CH:12]=[CH:13]/[C:14](=[O:16])[CH3:15].C1(C2(C3C=CC=CC=3)OB(C)N3CCC[C@@H]23)C=CC=CC=1.CSC.[Cl-].[NH4+]>C1(C)C=CC=CC=1>[CH:1]1[C:10]2[C:5](=[CH:6][CH:7]=[CH:8][CH:9]=2)[CH:4]=[CH:3][C:2]=1[S:11]/[CH:12]=[CH:13]/[C@H:14]([OH:16])[CH3:15] |f:3.4|. Reported procedure: (E)-4-(2-naphthylthio)-3-buten-2-one (228 mg, 1.0 mmol), (S)-3,3-diphenyl-1-methyltetrahydro-1H,3H-pyrrolo[1,2-c][1,3,2] oxazaborol (28 mg, 0.1 mmol) and MS4A (500 mg) were dried by a vacuum pump, followed by substituting with an argon gas. Dry toluene (5 ml) and dimethylsulfide (0.22 ml, 3.0 mmol) were added thereto and, after ice cooling, a solution of borane dimethylsulfide complex in toluene (1.07M, 0.65 ml, 0.7 mmol) was dropwise added. After stirring for two hours, an aqueous saturated amm...